This data is from the Open Reaction Database (ORD), a public repository of structured organic reaction records. The task is: describe an organic reaction: reactants, conditions, products, and yield Starting materials: [Si](C)(C)(C(C)(C)C)O[C@@H](CN[C@@H](CC=1C=C(C=CC1)CC(=O)OC)C)C1=CC(=C(C=C1)O)CO (methyl (3-{(2R)-2-[(2R)-2-{[tert-butyl(dimethyl)silyl]oxy}-2-(4-hydroxy-3-hydroxymethyl-phenyl)-ethylamino]-propyl}-phenyl)-acetate), [OH-].[Li+] (lithium hydroxide), aqueous solution, Cl (Hydrochloric acid), aqueous solution. The solvent is O1CCCC1 (tetrahydrofuran). Conditions: time 16 hour. Yields the product [Si](C)(C)(C(C)(C)C)O[C@@H](CN[C@@H](CC=1C=C(C=CC1)CC(=O)O)C)C1=CC(=C(C=C1)O)CO ((3-{(2R)-2-[(2R)-2-{[tert-butyl(dimethyl)silyl]oxy}-2-(4-hydroxy-3-hydroxymethyl-phenyl)-ethylamino]-propyl}-phenyl)-acetic acid). The yield is 87.2%. Reaction SMILES: [Si:1]([O:8][C@H:9]([C:26]1[CH:31]=[CH:30][C:29]([OH:32])=[C:28]([CH2:33][OH:34])[CH:27]=1)[CH2:10][NH:11][C@H:12]([CH3:25])[CH2:13][C:14]1[CH:15]=[C:16]([CH2:20][C:21]([O:23]C)=[O:22])[CH:17]=[CH:18][CH:19]=1)([C:4]([CH3:7])([CH3:6])[CH3:5])([CH3:3])[CH3:2].[OH-].[Li+].Cl>O1CCCC1>[Si:1]([O:8][C@H:9]([C:26]1[CH:31]=[CH:30][C:29]([OH:32])=[C:28]([CH2:33][OH:34])[CH:27]=1)[CH2:10][NH:11][C@H:12]([CH3:25])[CH2:13][C:14]1[CH:15]=[C:16]([CH2:20][C:21]([OH:23])=[O:22])[CH:17]=[CH:18][CH:19]=1)([C:4]([CH3:7])([CH3:5])[CH3:6])([CH3:3])[CH3:2] |f:1.2|. Procedure details: A solution of methyl (3-{(2R)-2-[(2R)-2-{[tert-butyl(dimethyl)silyl]oxy}-2-(4-hydroxy-3-hydroxymethyl-phenyl)-ethylamino]-propyl}-phenyl)-acetate (Preparation 37) (7.04 g, 14.4 mmol) in tetrahydrofuran (40 ml) was treated with lithium hydroxide (28.9 ml of a 1M aqueous solution, 28.9 mmol) and the reaction left to stir at room temperature for 16 hours. Hydrochloric acid (28.9 ml of a 1M aqueous solution, 28.9 mmol) was added and then the tetrahydrofuran was removed in vacuo. The remaining aqueou... Isolated yield 476.7%. Reaction SMILES: [Br:1][C:2]1[CH:3]=[C:4](B(O)O)[CH:5]=[N:6][CH:7]=1.Cl.N[C@@H]1CC[CH2:16][CH2:15][C@H:14]1[OH:19].C[Si]([N-][Si](C)(C)C)(C)C.[Na+].C1COCC1.IC1COC1>CC(O)C.[Ni](I)I>[Br:1][C:2]1[CH:7]=[N:6][CH:5]=[C:4]([CH:15]2[CH2:14][O:19][CH2:16]2)[CH:3]=1 |f:1.2,3.4|. Reactants: IC1COC1 (3-Iodo-oxetane), BrC=1C=C(C=NC1)B(O)O ((5-bromopyridin-3-yl)boronic acid), Cl.N[C@H]1[C@@H](CCCC1)O (trans-2-amino-cyclohexanol hydrochloride), C[Si](C)(C)[N-][Si](C)(C)C.[Na+] (sodium bis(trimethylsilyl)amide), C1CCOC1 (THF). The reagents and catalysts are [Ni](I)I (nickel(II) iodide). Product: BrC=1C=NC=C(C1)C1COC1 (3-bromo-5-oxetan-3-yl-pyridine). The solvent is CC(C)O (2-propanol). Conditions: temperature 80 celsius, time 10 minute. Reported procedure: A mixture of (5-bromopyridin-3-yl)boronic acid (330 mg, 1.6 mmol), nickel(II) iodide (15 mg, 0.049 mmol), trans-2-amino-cyclohexanol hydrochloride (7 mg, 0.049 mmol) and sodium bis(trimethylsilyl)amide solution in THF (1M; 1.6 mL, 1.6 mmol) in 2-propanol (2 mL) is stirred under Ar for 10 min. 3-Iodo-oxetane (150 mg, 0.82 mmol) is added and the mixture is heated at 80° C. for 90 min. After cooling to room temperature, the mixture is filtered through diatomaceous earth, rinsing thoroughly with EtO... Starting materials: C(C1=CC=CC=C1)N1[Se]C2=C(C1=O)C=CC=C2 (2-benzyl-1,2-benzisoselenazole-3(2H)-one), SCC(=O)O (mercaptoactic acid). The product is C(C1=CC=CC=C1)NC(=O)C1=C(C=CC=C1)[Se]SCC(=O)O (S-(2-benzylcarbamoyl-phenylselenyl)-mercaptoacetic acid). RXN SMILES: [CH2:1]([N:8]1[C:12](=[O:13])[C:11]2[CH:14]=[CH:15][CH:16]=[CH:17][C:10]=2[Se:9]1)[C:2]1[CH:7]=[CH:6][CH:5]=[CH:4][CH:3]=1.[SH:18][CH2:19][C:20]([OH:22])=[O:21]>>[CH2:1]([NH:8][C:12]([C:11]1[CH:14]=[CH:15][CH:16]=[CH:17][C:10]=1[Se:9][S:18][CH2:19][C:20]([OH:22])=[O:21])=[O:13])[C:2]1[CH:7]=[CH:6][CH:5]=[CH:4][CH:3]=1. Reported procedure: Prepared similar to example 1 from 2,88 g (10,0 mmol) of 2-benzyl-1,2-benzisoselenazole-3(2H)-one and 0,95 g (10,3 mmol) mercaptoactic acid. Starting materials: BrC1=CC(=CC(=C1)C(C)(C)C)Br (1,3-dibromo-5-tert-butylbenzene), [Li]CCCC (n-BuLi), CC(=O)C (acetone). Run in [NH4+].[Cl-] (NH4Cl), C1CCOC1 (THF). Conditions: time 20 minute. The product is BrC=1C=C(C=C(C1)C(C)(C)C)C(C)(C)O (2-(3-Bromo-5-(tert-butyl)phenyl)propan-2-ol). Reaction SMILES: Br[C:2]1[CH:7]=[C:6]([C:8]([CH3:11])([CH3:10])[CH3:9])[CH:5]=[C:4]([Br:12])[CH:3]=1.[Li]CCCC.[CH3:18][C:19]([CH3:21])=[O:20]>C1COCC1.[NH4+].[Cl-]>[Br:12][C:4]1[CH:3]=[C:2]([C:19]([OH:20])([CH3:21])[CH3:18])[CH:7]=[C:6]([C:8]([CH3:11])([CH3:10])[CH3:9])[CH:5]=1 |f:4.5|. Procedure: To a solution of 1,3-dibromo-5-tert-butylbenzene (404 mg) in dry THF (10 mL) was added n-BuLi (0.84 mL) at −78° C. and after 20 min, acetone was added dropwise to the above solution at −78° C. and the mixture was stirred at this temperature for 30 min and at rt for 1 h, diluted with sat. NH4Cl and extracted with EA (3×30 mL). The organic layer was dried over Na2SO4, evaporated and purified by CC to give compound P23a (380 mg, 70%) as a white solid. Reactants: TEA, C=1C=CC2=C(C1)N=NN2O (HOBT), Cl.CN1N=CC(=C1)C=1C=C2C(CC3(CCNCC3)OC2=CC1)=O (6-(1-methyl-1H-pyrazol-4-yl)spiro[chroman-2,4′-piperidin]-4-one hydrochloride), C1(CC1)C=1C=CC=C2C(=CC(=NC12)C(=O)O)O (8-cyclopropyl-4-hydroxyquinoline-2-carboxylic acid), O (water). Solvent: CN(C)C=O (DMF). Reaction conditions: time 8 hour. Yields the product C1(CC1)C=1C=CC=C2C(=CC(=NC12)C(=O)N1CCC2(CC1)OC1=CC=C(C=C1C(C2)=O)C=2C=NN(C2)C)O (1′-[(8-Cyclopropyl-4-hydroxyquinolin-2-yl)carbonyl]-6-(1-methyl-1H-pyrazol-4-yl)spiro[chroman-2,4′-piperidin]-4-one). As a reaction SMILES: C1C=CC2N(O)N=NC=2C=1.Cl.[CH3:12][N:13]1[CH:17]=[C:16]([C:18]2[CH:19]=[C:20]3[C:30](=[CH:31][CH:32]=2)[O:29][C:23]2([CH2:28][CH2:27][NH:26][CH2:25][CH2:24]2)[CH2:22][C:21]3=[O:33])[CH:15]=[N:14]1.[CH:34]1([C:37]2[CH:38]=[CH:39][CH:40]=[C:41]3[C:46]=2[N:45]=[C:44]([C:47](O)=[O:48])[CH:43]=[C:42]3[OH:50])[CH2:36][CH2:35]1.O>CN(C=O)C>[CH:34]1([C:37]2[CH:38]=[CH:39][CH:40]=[C:41]3[C:46]=2[N:45]=[C:44]([C:47]([N:26]2[CH2:25][CH2:24][C:23]4([CH2:22][C:21](=[O:33])[C:20]5[C:30](=[CH:31][CH:32]=[C:18]([C:16]6[CH:15]=[N:14][N:13]([CH3:12])[CH:17]=6)[CH:19]=5)[O:29]4)[CH2:28][CH2:27]2)=[O:48])[CH:43]=[C:42]3[OH:50])[CH2:35][CH2:36]1 |f:1.2|. Reported procedure: TEA (0.657 ml, 4.71 mmol) was added to a stirred mixture of HOBT (313 mg, 2.04 mmol), WSCDI (361 mg, 1.89 mmol), 6-(1-methyl-1H-pyrazol-4-yl)spiro[chroman-2,4′-piperidin]-4-one hydrochloride (629 mg, 1.89 mmol) and 8-cyclopropyl-4-hydroxyquinoline-2-carboxylic acid (360 mg, 1.57 mmol) in DMF (3.5 ml) and the mixture was stirred at room temperature overnight. The reaction mixture was poured into water (20 ml) and stirred for 30 min. The resulted precipitate was filtered, washed with water and the... The reactants are [N+](=O)([O-])C1=C(N)C(=CC(=C1)C(F)(F)F)[N+](=O)[O-] (2,6-dinitro-4-trifluoromethylaniline), FC(C(=O)O)(F)F (trifluoroacetic acid), N1=CC=CC=C1 (pyridine), FC(C(=O)Cl)(F)F (trifluoroacetyl chloride). The solvent is C(C)O (Ethanol). The product is [N+](=O)([O-])C1=C(NC(C(F)(F)F)=O)C(=CC(=C1)C(F)(F)F)[N+](=O)[O-] (2',6'-dinitro-4'-trifluoromethyl-2,2,2-trifluoroacetanilide). RXN SMILES: [N+:1]([C:4]1[CH:10]=[C:9]([C:11]([F:14])([F:13])[F:12])[CH:8]=[C:7]([N+:15]([O-:17])=[O:16])[C:5]=1[NH2:6])([O-:3])=[O:2].N1C=CC=CC=1.[F:24][C:25]([F:30])([F:29])[C:26](Cl)=[O:27].FC(F)(F)C(O)=O>C(O)C>[N+:1]([C:4]1[CH:10]=[C:9]([C:11]([F:12])([F:13])[F:14])[CH:8]=[C:7]([N+:15]([O-:17])=[O:16])[C:5]=1[NH:6][C:26](=[O:27])[C:25]([F:30])([F:29])[F:24])([O-:3])=[O:2]. Procedure: A solution of 25.1 g. of 2,6-dinitro-4-trifluoromethylaniline in 100 ml. of pyridine was treated with trifluoroacetyl chloride, which has been prepared from 10 ml. of trifluoroacetic acid. Ethanol was added to the resulting mixture until it was homogeneous, and the reaction mixture was then evaporated under vacuum. The residue after evaporation was washed with water, dried, dissolved in acetone, and filtered. Chloroform was added to the filtrate until the product precipitated. The precipitate wa...